describe an organic reaction: reactants, conditions, products, and yield From a dataset of the Open Reaction Database (ORD), a public repository of structured organic reaction records. Reactants: C(=O)([O-])[O-].[K+].[K+] (K2CO3), Br.Br.OC1=CC=C(C=C1)N1CCNCC1 (1-(4-hydroxyphenyl)piperazine dihydrobromide), ClCC1=NC(=NC(=C1)OC)C1=CC=CC=C1 (4-chloromethyl-6-methoxy-2-phenylpyrimidine), C([O-])([O-])=O.[K+].[K+] (potassium carbonate), C(=O)([O-])[O-].[K+].[K+] (K2CO3). Run in CN(C=O)C (N,N-dimethylformamide). Run at temperature 80 celsius, time 25 minute. Yields the product OC1=CC=C(C=C1)N1CCN(CC1)CC1=NC(=NC(=C1)OC)C1=CC=CC=C1 (4-(4-hydroxyphenyl)-1-(6-methoxy-2-phenylpyrimidin-4-yl-methyl)piperazine). The yield is 58.1%. As a reaction SMILES: Br.Br.[OH:3][C:4]1[CH:9]=[CH:8][C:7]([N:10]2[CH2:15][CH2:14][NH:13][CH2:12][CH2:11]2)=[CH:6][CH:5]=1.Cl[CH2:17][C:18]1[CH:23]=[C:22]([O:24][CH3:25])[N:21]=[C:20]([C:26]2[CH:31]=[CH:30][CH:29]=[CH:28][CH:27]=2)[N:19]=1.C(=O)([O-])[O-].[K+].[K+]>CN(C)C=O>[OH:3][C:4]1[CH:5]=[CH:6][C:7]([N:10]2[CH2:15][CH2:14][N:13]([CH2:17][C:18]3[CH:23]=[C:22]([O:24][CH3:25])[N:21]=[C:20]([C:26]4[CH:31]=[CH:30][CH:29]=[CH:28][CH:27]=4)[N:19]=3)[CH2:12][CH2:11]2)=[CH:8][CH:9]=1 |f:0.1.2,4.5.6|. Procedure details: A mixture of 4.94 g (14.5 mmol) of 1-(4-hydroxyphenyl)piperazine dihydrobromide, 3.29 g (14 mmol) of 4-chloromethyl-6-methoxy-2-phenylpyrimidine and 2.00 g (14.5 mmol) of powdered potassium carbonate in 50 ml of absolute N,N-dimethylformamide (DMF) was warmed to 80° C., and 322 mg of powdered K2CO3 were added with stirring under a nitrogen atmosphere in each case after 10 minutes, after a further 25 minutes, and after a further 60 minutes (total addition of 966 mg (7 mmol) of K2CO3). The mixture...